From a dataset of the Open Reaction Database (ORD), a public repository of structured organic reaction records. describe an organic reaction: reactants, conditions, products, and yield Reactants: Cl.C(C)(=O)OCC (hydrogen chloride ethyl acetate), C(C)(C)(C)OC=1C(=NC=CN1)CN1CCC(CC1)C(CC1=C(C=CC=C1)C(F)(F)F)=O (1-[1-(3-tert-butoxy-2-pyrazinylmethyl)piperidin-4-yl]-2-[2-(trifluoromethyl)phenyl]ethanone), [OH-].[Na+] (sodium hydroxide). Run in ClCCl (dichloromethane). Conditions: time 30 minute. The product is FC(C1=C(C=CC=C1)CC(=O)C1CCN(CC1)CC=1C(NC=CN1)=O)(F)F (3-[4-[2-[2-(Trifluoromethyl)phenyl]acetyl]piperidino]methyl-1H-pyrazin-2-one). The yield is 71.5%. Reaction SMILES: Cl.C(OCC)(=O)C.C([O:12][C:13]1[C:14]([CH2:19][N:20]2[CH2:25][CH2:24][CH:23]([C:26](=[O:38])[CH2:27][C:28]3[CH:33]=[CH:32][CH:31]=[CH:30][C:29]=3[C:34]([F:37])([F:36])[F:35])[CH2:22][CH2:21]2)=[N:15][CH:16]=[CH:17][N:18]=1)(C)(C)C.[OH-].[Na+]>ClCCl>[F:37][C:34]([F:35])([F:36])[C:29]1[CH:30]=[CH:31][CH:32]=[CH:33][C:28]=1[CH2:27][C:26]([CH:23]1[CH2:22][CH2:21][N:20]([CH2:19][C:14]2[C:13](=[O:12])[NH:18][CH:17]=[CH:16][N:15]=2)[CH2:25][CH2:24]1)=[O:38] |f:0.1,3.4|. Procedure details: After adding 3 ml of 4N hydrogen chloride/ethyl acetate to 249 mg of 1-[1-(3-tert-butoxy-2-pyrazinylmethyl)piperidin-4-yl]-2-[2-(trifluoromethyl)phenyl]ethanone while cooling on ice, the mixture was stirred for 30 minutes. A 2N sodium hydroxide solution was added to the reaction solution for neutralization, and extraction was performed with dichloromethane. The organic layer was washed with saturated brine and dried over anhydrous magnesium sulfate, and the solvent was distilled off under reduce... As a reaction SMILES: [CH2:1]([N:8]1[CH2:13][CH2:12][C:11](O)([C:14]2[C:22]3[O:21][CH:20]=[CH:19][C:18]=3[CH:17]=[C:16]([F:23])[CH:15]=2)[CH:10]([CH3:25])[CH2:9]1)[C:2]1[CH:7]=[CH:6][CH:5]=[CH:4][CH:3]=1.O.C1(C)C=CC(S(O)(=O)=O)=CC=1.C(=O)(O)[O-].[Na+]>C1(C)C=CC=CC=1.C(OCC)(=O)C.[OH-].[NH4+]>[CH2:1]([N:8]1[CH2:13][CH:12]=[C:11]([C:14]2[C:22]3[O:21][CH:20]=[CH:19][C:18]=3[CH:17]=[C:16]([F:23])[CH:15]=2)[CH:10]([CH3:25])[CH2:9]1)[C:2]1[CH:7]=[CH:6][CH:5]=[CH:4][CH:3]=1.[CH2:1]([N:8]1[CH2:13][CH2:12][C:11]([C:14]2[C:22]3[O:21][CH:20]=[CH:19][C:18]=3[CH:17]=[C:16]([F:23])[CH:15]=2)=[C:10]([CH3:25])[CH2:9]1)[C:2]1[CH:7]=[CH:6][CH:5]=[CH:4][CH:3]=1 |f:1.2,3.4,7.8|. Product: C(C1=CC=CC=C1)N1CC(C(=CC1)C1=CC(=CC=2C=COC21)F)C (1-benzyl-3-methyl-4-(5-fluorobenzofur-7-yl)-1,2,3,6-tetrahydropyridine), C(C1=CC=CC=C1)N1CC(=C(CC1)C1=CC(=CC=2C=COC21)F)C (1-benzyl-3-methyl-4-(5-fluorobenzofur-7-yl)-1,2,5,6-tetrahydropyridine). Yield: 8.0%. Starting materials: C(C1=CC=CC=C1)N1CC(C(CC1)(C1=CC(=CC=2C=COC21)F)O)C (1-benzyl-3-methyl-4-hydroxy-4-(5-fluorobenzofur-7-yl)piperidine), O.C1(=CC=C(C=C1)S(=O)(=O)O)C (p-toluenesulfonic acid monohydrate), C([O-])(O)=O.[Na+] (sodium bicarbonate). Reported procedure: A mixture of 5.78 gm (17 mMol) 1-benzyl-3-methyl-4-hydroxy-4-(5-fluorobenzofur-7-yl)piperidine and 10 gm (52.6 mMol) p-toluenesulfonic acid monohydrate in 100 mL toluene was heated at reflux for 24 hours. The reaction mixture was cooled to room temperature and was diluted with 200 mL ethyl acetate followed by 100 mL saturated aqueous sodium bicarbonate and 100 mL IN ammonium hydroxide. The phases were separated and the aqueous phase extracted with 2×100 mL ethyl acetate. The combined organic pha... Solvent: C1(=CC=CC=C1)C (toluene), [OH-].[NH4+] (ammonium hydroxide), C(C)(=O)OCC (ethyl acetate).